Dataset: the Open Reaction Database (ORD), a public repository of structured organic reaction records. Task: describe an organic reaction: reactants, conditions, products, and yield The yield is 114.2%. Starting materials: NC1C(N(C2=C(C=CC=C2C1)N1C(CCC1)=O)CC1=CSC=C1)=O ((−)-3-amino-8-(2-oxopyrrolidin-1-yl)-1-(thiophen-3-ylmethyl)-3,4-dihydroquinolin-2(1H)-one), C(C)(C)(C)OC(=O)N[C@@H](C(=O)O)CC1=CN(C2=CC=CC=C12)C(C)C ((R)-2-(tert-butoxycarbonylamino)-3-(1-isopropyl-1H-indol-3-yl)propanoic acid). As a reaction SMILES: [NH2:1][CH:2]1[CH2:11][C:10]2[C:5](=[C:6]([N:12]3[CH2:16][CH2:15][CH2:14][C:13]3=[O:17])[CH:7]=[CH:8][CH:9]=2)[N:4]([CH2:18][C:19]2[CH:23]=[CH:22][S:21][CH:20]=2)[C:3]1=[O:24].[C:25]([O:29][C:30]([NH:32][C@H:33]([CH2:37][C:38]1[C:46]2[C:41](=[CH:42][CH:43]=[CH:44][CH:45]=2)[N:40]([CH:47]([CH3:49])[CH3:48])[CH:39]=1)[C:34](O)=[O:35])=[O:31])([CH3:28])([CH3:27])[CH3:26]>>[CH:47]([N:40]1[C:41]2[C:46](=[CH:45][CH:44]=[CH:43][CH:42]=2)[C:38]([CH2:37][C@@H:33]([NH:32][C:30](=[O:31])[O:29][C:25]([CH3:26])([CH3:28])[CH3:27])[C:34](=[O:35])[NH:1][CH:2]2[CH2:11][C:10]3[C:5](=[C:6]([N:12]4[CH2:16][CH2:15][CH2:14][C:13]4=[O:17])[CH:7]=[CH:8][CH:9]=3)[N:4]([CH2:18][C:19]3[CH:23]=[CH:22][S:21][CH:20]=3)[C:3]2=[O:24])=[CH:39]1)([CH3:49])[CH3:48]. Procedure details: The procedure of Example 14(a) was repeated, except that (−)-3-amino-8-(2-oxopyrrolidin-1-yl)-1-(thiophen-3-ylmethyl)-3,4-dihydroquinolin-2(1H)-one (500 mg) and (R)-2-(tert-butoxycarbonylamino)-3-(1-isopropyl-1H-indol-3-yl)propanoic acid (609 mg) synthesized in Referential Example 1(e) were used, whereby the title compound (1.12 g) was yielded. Yields the product C(C)(C)N1C=C(C2=CC=CC=C12)C[C@H](C(NC1C(N(C2=C(C=CC=C2C1)N1C(CCC1)=O)CC1=CSC=C1)=O)=O)NC(OC(C)(C)C)=O (tert-butyl (2R)-3-(1-isopropyl-1H-indol-3-yl)-1-oxo-1-[2-oxo-8-(2-oxopyrrolidin-1-yl)-1-(thiophen-3-ylmethyl)-1,2,3,4-tetrahydroquinolin-3-ylamino]propan-2-ylcarbamate). The reactants are C(C)OC(C1=CC=CC=C1)=C1C(NC2=CC=C(C=C12)[N+](=O)[O-])=O (3-(1-ethoxy-1-phenyl-methylidene)-5-nitro-2-indolinone), C(C)(=O)NC=1C=C(N)C=CC1 (3-acetylamino-aniline). Run in CN(C)C=O (DMF). The product is C(C)(=O)NC=1C=C(C=CC1)N\C(\C1=CC=CC=C1)=C\1/C(NC2=CC=C(C=C12)[N+](=O)[O-])=O ((Z)-3-[1-(3-acetylamino-phenylamino)-1-phenyl-methylidene]-5-nitro-2-indolinone). Reaction SMILES: C(O[C:4](=[C:11]1[C:19]2[C:14](=[CH:15][CH:16]=[C:17]([N+:20]([O-:22])=[O:21])[CH:18]=2)[NH:13][C:12]1=[O:23])[C:5]1[CH:10]=[CH:9][CH:8]=[CH:7][CH:6]=1)C.[C:24]([NH:27][C:28]1[CH:29]=[C:30]([CH:32]=[CH:33][CH:34]=1)[NH2:31])(=[O:26])[CH3:25]>CN(C=O)C>[C:24]([NH:27][C:28]1[CH:29]=[C:30]([NH:31]/[C:4](=[C:11]2\[C:12](=[O:23])[NH:13][C:14]3[C:19]\2=[CH:18][C:17]([N+:20]([O-:22])=[O:21])=[CH:16][CH:15]=3)/[C:5]2[CH:6]=[CH:7][CH:8]=[CH:9][CH:10]=2)[CH:32]=[CH:33][CH:34]=1)(=[O:26])[CH3:25]. Reported procedure: Prepared analogously to Example 82 from 3-(1-ethoxy-1-phenyl-methylidene)-5-nitro-2-indolinone and 3-acetylamino-aniline in DMF.